From a dataset of the Open Reaction Database (ORD), a public repository of structured organic reaction records. describe an organic reaction: reactants, conditions, products, and yield Starting materials: CN(C1CCC=2NC3=CC=C(C=C3C2C1)C(=O)O)C (3-dimethylamino-1,2,3,4-tetrahydro-9H-carbazole-6-carboxylic acid), C1(CC1)N (cyclopropylamine). Product: C1(CC1)NC(=O)C=1C=C2C=3CC(CCC3NC2=CC1)N(C)C (N-cyclopropyl-3-(dimethyl)amino-1,2,3,4-tetrahydro-9H-carbazole-6-carboxamide). The yield is 41.0%. RXN SMILES: [CH3:1][N:2]([CH3:19])[CH:3]1[CH2:15][C:14]2[C:13]3[C:8](=[CH:9][CH:10]=[C:11]([C:16]([OH:18])=O)[CH:12]=3)[NH:7][C:6]=2[CH2:5][CH2:4]1.[CH:20]1([NH2:23])[CH2:22][CH2:21]1>>[CH:20]1([NH:23][C:16]([C:11]2[CH:12]=[C:13]3[C:8](=[CH:9][CH:10]=2)[NH:7][C:6]2[CH2:5][CH2:4][CH:3]([N:2]([CH3:1])[CH3:19])[CH2:15][C:14]3=2)=[O:18])[CH2:22][CH2:21]1. Procedure details: Beginning with 7.4 mg (0.029 mMol) 3-dimethylamino-1,2,3,4-tetrahydro-9H-carbazole-6-carboxylic acid and cyclopropylamine, 3.5 mg (41%) of the title compound were recovered.